From a dataset of the Open Reaction Database (ORD), a public repository of structured organic reaction records. describe an organic reaction: reactants, conditions, products, and yield Reactants: Cl (hydrochloric acid), mercapto, C(C)(=O)NC1=[N+](C(=CC=C1)Br)[O-] (2-acetamido-6-bromopyridine-1-oxide), [SH-].[Na+] (sodium hydrosulfide). Solvent: C(C)O (ethanol). Conditions: temperature 60 celsius, time 8 hour. Yields the product C(C)(=O)NC1=[N+](C(=CC=C1)S)[O-] (2-acetamido-6-mercaptopyridine-1-oxide). Yield: 79.0%. As a reaction SMILES: [C:1]([NH:4][C:5]1[CH:10]=[CH:9][CH:8]=[C:7](Br)[N+:6]=1[O-:12])(=[O:3])[CH3:2].[SH-:13].[Na+].Cl>C(O)C>[C:1]([NH:4][C:5]1[CH:10]=[CH:9][CH:8]=[C:7]([SH:13])[N+:6]=1[O-:12])(=[O:3])[CH3:2] |f:1.2|. Procedure details: More specifically, the mercapto pyridine-1-oxide derivatives of the instant invention are prepared from known starting materials. 2-amino-6-bromopyridine which may be prepared by hydrogen bromide induced cyclization of 3-hydroxyglutaronitriles, a method described in U.S. Pat. No. 3,096,337, or by any other known process, is dissolved in an excess amount of acetic anhydride and heated at 70° C for 45 minutes and the excess acetic anhydride is hydrolyzed by the addition of 300 ml. water, to give a...